The task is: describe an organic reaction: reactants, conditions, products, and yield. This data is from the Open Reaction Database (ORD), a public repository of structured organic reaction records. Starting materials: OC1=CC=CC=2NN=NC21 (hydroxybenzotriazole), Cl.CN(CCCN=C=NCC)C (1-(3dimethylaminopropyl)-3-ethylcarbodiimide hydrochloride), O1C=COC2=C1C=CC=C2CCCC(=O)O (4-(1,4-benzodioxin-5-yl)butanoic acid), solution, CN (methylamine). Solvent: CN(C)C=O (DMF), ClCCl (dichloromethane), C1=CC=CC=C1 (benzene). Product: CNC(CCCC1=CC=CC=2OC=COC21)=O (N-methyl-4-(1,4-benzodioxin-5-yl)butanamide). Reaction SMILES: OC1C2N=N[NH:7][C:6]=2C=CC=1.Cl.CN(C)CCCN=C=NCC.[O:23]1[C:28]2[CH:29]=[CH:30][CH:31]=[C:32]([CH2:33][CH2:34][CH2:35][C:36]([OH:38])=O)[C:27]=2[O:26][CH:25]=[CH:24]1.CN>CN(C=O)C.C1C=CC=CC=1.ClCCl>[CH3:6][NH:7][C:36](=[O:38])[CH2:35][CH2:34][CH2:33][C:32]1[C:27]2[O:26][CH:25]=[CH:24][O:23][C:28]=2[CH:29]=[CH:30][CH:31]=1 |f:1.2|. Reported procedure: 0.1 g (0.75 mmol) of hydroxybenzotriazole (HOBt) and 0.14 g (0.75 mmol) of 1-(3dimethylaminopropyl)-3-ethylcarbodiimide hydrochloride (EDC) are introduced at 0° C. into a reaction mixture comprising 0.15 g (0.68 mmol) of the acid obtained in Step F dissolved in 3 ml of anhydrous DMF. After the addition of 1.02 mmol of a 10% solution of methylamine in benzene, stirring is maintained for 24 hours and then the solvent is evaporated off in vacuo. The residue obtained is taken up in dichloromethane a...